This data is from the Open Reaction Database (ORD), a public repository of structured organic reaction records. The task is: describe an organic reaction: reactants, conditions, products, and yield Starting materials: C(C)(=O)NC=1C=C(N)C=CC1 (3-acetamidoaniline), ClCCl (dichloromethane), CC(=CC(=O)Cl)C (3,3-dimethylacryloyl chloride). The solvent is C(C)N(CC)CC (triethylamine). Product: C(C)(=O)NC1=CC(=CC=C1)NC(C=C(C)C)=O (N-Acetyl-3-( 3,3-dimethylacryloylamino)-aniline). As a reaction SMILES: [C:1]([NH:4][C:5]1[CH:6]=[C:7]([CH:9]=[CH:10][CH:11]=1)[NH2:8])(=[O:3])[CH3:2].ClCCl.[CH3:15][C:16]([CH3:21])=[CH:17][C:18](Cl)=[O:19]>C(N(CC)CC)C>[C:1]([NH:4][C:5]1[CH:11]=[CH:10][CH:9]=[C:7]([NH:8][C:18](=[O:19])[CH:17]=[C:16]([CH3:21])[CH3:15])[CH:6]=1)(=[O:3])[CH3:2]. Procedure: 56.7 g. ( 0.42 mole ) 3-acetamidoaniline in 400 ml. dichloromethane and 65 ml. ( 0.46 tool ) triethylamine are mixed, while cooling with ice, with 59.0 g. (0.46 mole) 3,3-dimethylacryloyl chloride and stirred for 2 hours at ambient temperature. The solution is thereafter extracted with water and the separated organic phase is dried over anhydrous sodium sulphate, evaporated and the residue mixed with ethyl acetate. Upon standing in a refrigerator, crystals separate out. Yield 45.7 g. (47% of the... Reactants: Cc1ccccc1, CNS(=O)(=O)Cl, Oc1ccccc1. As a reaction SMILES: [CH3:14][c:15]1[cH:16][cH:17][cH:18][cH:19][cH:20]1.[CH3:1][NH:2][S:3](=[O:4])(=[O:5])[Cl:6].[OH:7][c:8]1[cH:9][cH:10][cH:11][cH:12][cH:13]1>>[CH3:1][NH:2][S:3](=[O:4])(=[O:5])[O:7][c:8]1[cH:9][cH:10][cH:11][cH:12][cH:13]1. The product is CNS(=O)(=O)Oc1ccccc1. The reactants are N(=O)[O-].[Na+] (sodium nitrite), ice, CC=1C=C(N)C=C(C1)C (3,5-dimethylaniline), Cl (hydrochloric acid), ice, crude product. The reagents and catalysts are [Cu]Cl (copper (I) chloride). Run in O (water). Reaction conditions: temperature -10 celsius, time 1 hour. Product: CC=1C=C(C=C(C1)C)Cl (3,5-Dimethylchlorobenzene). RXN SMILES: [CH3:1][C:2]1[CH:3]=[C:4]([CH:6]=[C:7]([CH3:9])[CH:8]=1)N.[ClH:10].N([O-])=O.[Na+]>O.[Cu]Cl>[CH3:1][C:2]1[CH:3]=[C:4]([Cl:10])[CH:6]=[C:7]([CH3:9])[CH:8]=1 |f:2.3|. Procedure details: A total of 33.0 g of 3,5-dimethylaniline was added dropwise over 20 minutes to 200 ml of concentrated hydrochloric acid at such a rate that the temperature of the reaction was kept below 35° C. After several minutes of vigorous stirring, the reaction was cooled to -10° C. A solution of 19.7 g of sodium nitrite dissolved in 50 ml of water was added dropwise over 30 minutes at such a rate that the reaction temperature was kept between -12° C. to -16° C. Then, 3.0 g of copper (I) chloride was added...